This data is from the Open Reaction Database (ORD), a public repository of structured organic reaction records. The task is: describe an organic reaction: reactants, conditions, products, and yield Starting materials: CCOP(=O)(COCCn1cnc2c(=O)[nH]c(NC(C)=O)nc21)OCC, CN, CCOC(C)=O. The product is CCOP(=O)(COCCn1cnc2c(=O)[nH]c(N)nc21)OCC. As a reaction SMILES: [C:1](=[O:2])([CH3:3])[NH:4][c:5]1[nH:6][c:7](=[O:26])[c:8]2[n:9][cH:10][n:11]([CH2:14][CH2:15][O:16][CH2:17][P:18](=[O:19])([O:20][CH2:21][CH3:22])[O:23][CH2:24][CH3:25])[c:12]2[n:13]1.[CH3:27][NH2:28].[CH3:29][CH2:30][O:31][C:32](=[O:33])[CH3:34]>>[NH2:4][c:5]1[nH:6][c:7](=[O:26])[c:8]2[n:9][cH:10][n:11]([CH2:14][CH2:15][O:16][CH2:17][P:18](=[O:19])([O:20][CH2:21][CH3:22])[O:23][CH2:24][CH3:25])[c:12]2[n:13]1.